Dataset: the Open Reaction Database (ORD), a public repository of structured organic reaction records. Task: describe an organic reaction: reactants, conditions, products, and yield Reactants: O.NN (hydrazine hydrate), CC(CC)SC1=CC=C(OCCN2C(C=3C(C2=O)=CC=CC3)=O)C=C1 (N-{2-[4-(1-methylpropylthio)phenoxy]ethyl}phthalimide), [OH-].[Na+] (sodium hydroxide). The solvent is C(C)O (ethanol), C(C)O (ethanol). Product: CC(CC)SC1=CC=C(OCCN)C=C1 (2-[4-(1-methylpropylthio)phenoxy]ethylamine). Reaction SMILES: [CH3:1][CH:2]([S:5][C:6]1[CH:25]=[CH:24][C:9]([O:10][CH2:11][CH2:12][N:13]2C(=O)C3=CC=CC=C3C2=O)=[CH:8][CH:7]=1)[CH2:3][CH3:4].O.NN.[OH-].[Na+]>C(O)C>[CH3:1][CH:2]([S:5][C:6]1[CH:25]=[CH:24][C:9]([O:10][CH2:11][CH2:12][NH2:13])=[CH:8][CH:7]=1)[CH2:3][CH3:4] |f:1.2,3.4|. Procedure details: To a solution of the above phthalimide (6.84 g, 19.7 mmol) in 100 ml of ethanol, heated to 60°, is added hydrazine hydrate (2.0 ml, 41.0 mmol) with stirring. Additional ethanol (100 ml) is added and the mixture is stirred overnight at 60°. After cooling, 5% sodium hydroxide is added and the basic mixture is extracted with ether. The combined organic layers are washed with water and brine, dried and rotoevaporated to give 2-[4-(1-methylpropylthio)phenoxy]ethylamine.